Dataset: the Open Reaction Database (ORD), a public repository of structured organic reaction records. Task: describe an organic reaction: reactants, conditions, products, and yield The reactants are C(C1=CC=CC=C1)Br (benzyl bromide), ClC=1C=C2C=3C(CCCC3NC2=CC1)=O (6-Chloro-1,2,3,9-tetrahydro-4H-carbazol-4-one), CCCCC (pentane), [H-].[Na+] (NaH). The solvent is CN(C)C=O (DMF). Run at time 27 minute. Product: C(C1=CC=CC=C1)N1C2=CC=C(C=C2C=2C(CCCC12)=O)Cl (9-Benzyl-6-chloro-1,2,3,9-tetrahydro-4H-carbazol-4-one). The yield is 92.5%. RXN SMILES: [Cl:1][C:2]1[CH:3]=[C:4]2[C:12](=[CH:13][CH:14]=1)[NH:11][C:10]1[CH2:9][CH2:8][CH2:7][C:6](=[O:15])[C:5]2=1.CCCCC.[H-].[Na+].[CH2:23](Br)[C:24]1[CH:29]=[CH:28][CH:27]=[CH:26][CH:25]=1>CN(C=O)C>[CH2:23]([N:11]1[C:10]2[CH2:9][CH2:8][CH2:7][C:6](=[O:15])[C:5]=2[C:4]2[C:12]1=[CH:13][CH:14]=[C:2]([Cl:1])[CH:3]=2)[C:24]1[CH:29]=[CH:28][CH:27]=[CH:26][CH:25]=1 |f:2.3|. Procedure: 6-Chloro-1,2,3,9-tetrahydro-4H-carbazol-4-one (0.4010 g, 0.0018 mol) is added to a slurry of pentane-washed NaH (0.0902 g, 0.0023 mol) in DMF (2 mL) and after stirring for 27 min, benzyl bromide (0.26 mL, 0.0022 mol) is added. After stirring for 2.5 h at room temperature, the mixture is partitioned between aq. sodium bicarbonate and ethyl acetate. The combined organic layers are dried over sodium sulfate and concentrated to dryness. The resulting solids are chromatographed on silica gel (200 mL)... Reactants: CN(C)C=O (DMF), NC1=CC=CC(=N1)CO ((6-Amino-pyridin-2-yl)-methanol), C(C1=CC=CC=C1)(=O)N=C=S (Benzoylisothiocyanate). The solvent is C(Cl)Cl (CH2Cl2). Reaction conditions: time 16 hour. The product is OCC1=CC=CC(=N1)NC(=S)N ((6-Hydroxymethyl-pyridin-2-yl)-thiourea). Reaction SMILES: [NH2:1][C:2]1[N:7]=[C:6]([CH2:8][OH:9])[CH:5]=[CH:4][CH:3]=1.CN(C=O)C.C([N:23]=[C:24]=[S:25])(=O)C1C=CC=CC=1>C(Cl)Cl>[OH:9][CH2:8][C:6]1[N:7]=[C:2]([NH:1][C:24]([NH2:23])=[S:25])[CH:3]=[CH:4][CH:5]=1. Procedure details: (6-Amino-pyridin-2-yl)-methanol (6-2, 1.00 g, 8.06 mmol) was dissolved in 20 mL anhydrous CH2Cl2 and 5 mL anhydrous DMF under N2. Benzoylisothiocyanate (1.19 mL, 8.86 mmol) was added and the reaction was stirred at room temperature fro 16 h. The reaction was concentrated in vacuo and to the resulting residue was added 24 mL 1M NaOH (aq) and 24 mL TEF. The resulting mixture was heated to reflux for 3 h. The THF was removed in vacuo and a white precipitate formed. The mixture was filtered and wash... The reactants are CC(=O)O, C=O, CC1COc2c(ccc3[nH]c(=O)cc(C(F)(F)F)c23)N1C, CC1COc2c(ccc3nc(OC(C)C)cc(C(F)(F)F)c23)N1. Product: CC(C)Oc1cc(C(F)(F)F)c2c3c(ccc2n1)N(C)C(C)CO3. RXN SMILES: [C:47]([OH:48])(=[O:49])[CH3:50].[CH2:45]=[O:46].[CH3:1][CH:2]1[N:3]([CH3:21])[c:4]2[c:5]([c:6]3[c:7]([C:15]([F:16])([F:17])[F:18])[cH:8][c:9](=[O:14])[nH:10][c:11]3[cH:12][cH:13]2)[O:19][CH2:20]1.[CH:22]([CH3:23])([CH3:24])[O:25][c:26]1[cH:27][c:28]([C:29]([F:30])([F:31])[F:32])[c:33]2[c:34]([cH:35][cH:36][c:37]3[c:43]2[O:42][CH2:41][CH:39]([CH3:40])[NH:38]3)[n:44]1>>[CH3:1][CH:2]1[N:3]([CH3:21])[c:4]2[c:5]([c:6]3[c:7]([C:15]([F:16])([F:17])[F:18])[cH:8][c:9]([O:14][CH:22]([CH3:23])[CH3:24])[n:10][c:11]3[cH:12][cH:13]2)[O:19][CH2:20]1. Starting materials: FC(C=1C=C(C=C(C1)C(F)(F)F)NC(C1=C(C=CC(=C1)S(N)(=O)=O)OC)=O)(F)F (N-[3,5-bis(trifluoromethyl)phenyl]-2-methoxy-5-sulfamoyl-benzamide), compound, COC1OC(CC1)OC (2,5-dimethoxytetrahydrofuran), C(C)(=O)O (acetic acid). Solvent: O (water). Product: FC(C=1C=C(C=C(C1)C(F)(F)F)NC(C1=C(C=CC(=C1)S(=O)(=O)N1C=CC=C1)OC)=O)(F)F (N-[3,5-Bis(trifluoromethyl)phenyl]-2-methoxy-5-(pyrrole-1-sulfonyl)benzamide). Yield: 88.6%. Reaction SMILES: [F:1][C:2]([F:29])([F:28])[C:3]1[CH:4]=[C:5]([NH:13][C:14](=[O:27])[C:15]2[CH:20]=[C:19]([S:21](=[O:24])(=[O:23])[NH2:22])[CH:18]=[CH:17][C:16]=2[O:25][CH3:26])[CH:6]=[C:7]([C:9]([F:12])([F:11])[F:10])[CH:8]=1.CO[CH:32]1[CH2:36][CH2:35][CH:34](OC)O1.C(O)(=O)C>O>[F:29][C:2]([F:1])([F:28])[C:3]1[CH:4]=[C:5]([NH:13][C:14](=[O:27])[C:15]2[CH:20]=[C:19]([S:21]([N:22]3[CH:32]=[CH:36][CH:35]=[CH:34]3)(=[O:23])=[O:24])[CH:18]=[CH:17][C:16]=2[O:25][CH3:26])[CH:6]=[C:7]([C:9]([F:12])([F:10])[F:11])[CH:8]=1. Procedure: A mixture of N-[3,5-bis(trifluoromethyl)phenyl]-2-methoxy-5-sulfamoyl-benzamide (compound of Example 87(2); 442 mg, 1 mmol), 2,5-dimethoxytetrahydrofuran (159 mg, 1.2 mmol) and acetic acid (5 mL) was refluxed for 2 hours. After cooling, the reaction mixture was poured into water and extracted with ethyl acetate. After the organic layer was washed with water, saturated aqueous sodium hydrogen carbonate and brine, dried over anhydrous magnesium sulfate, the residue obtained by evaporation of the s...